From a dataset of the Open Reaction Database (ORD), a public repository of structured organic reaction records. describe an organic reaction: reactants, conditions, products, and yield The reactants are CC([C@@H](C(=O)NC)NC(=O)C=1N=C(N2C1CNCC2)C2=CC=CC=C2)(C)C ((S)-N-(3,3-dimethyl-1-(methylamino)-1-oxobutan-2-yl)-3-phenyl-5,6,7,8-tetrahydroimidazo[1,5-a]pyrazine-1-carboxamide), C(C1=CC=CC=C1)(=O)C1=NC(=C2N1CCN(C2)C(=O)OC(C)(C)C)C(N[C@H](C(=O)NC)C(C)(C)C)=O ((S)-tert-butyl 3-benzoyl-1-(3,3-dimethyl-1-(methylamino)-1-oxobutan-2-ylcarbamoyl)-5,6-dihydroimidazo[1,5-a]pyrazine-7(8H)-carboxylate). The product is C(C1=CC=CC=C1)(=O)C1=NC(=C2N1CCNC2)C(=O)N[C@H](C(=O)NC)C(C)(C)C ((S)-3-benzoyl-N-(3,3-dimethyl-1-(methylamino)-1-oxobutan-2-yl)-5,6,7,8-tetrahydroimidazo[1,5-a]pyrazine-1-carboxamide). RXN SMILES: CC(C)(C)[C@H](NC(C1N=C(C2C=CC=CC=2)N2CCNCC=12)=O)C(NC)=O.[C:28]([C:36]1[N:40]2[CH2:41][CH2:42][N:43](C(OC(C)(C)C)=O)[CH2:44][C:39]2=[C:38]([C:52](=[O:63])[NH:53][C@@H:54]([C:59]([CH3:62])([CH3:61])[CH3:60])[C:55]([NH:57][CH3:58])=[O:56])[N:37]=1)(=[O:35])[C:29]1[CH:34]=[CH:33][CH:32]=[CH:31][CH:30]=1>>[C:28]([C:36]1[N:40]2[CH2:41][CH2:42][NH:43][CH2:44][C:39]2=[C:38]([C:52]([NH:53][C@@H:54]([C:59]([CH3:62])([CH3:61])[CH3:60])[C:55]([NH:57][CH3:58])=[O:56])=[O:63])[N:37]=1)(=[O:35])[C:29]1[CH:34]=[CH:33][CH:32]=[CH:31][CH:30]=1. Reported procedure: Intermediate 25C was synthesized in the same manner as described above for Compound 2 except that Compound 25B was used in place of Compound 1. Reactants: CN(CC=1N=C(SC1)N1CCCC1)C(=O)N[C@@H](C(C)C)C(=O)O (N-((N-methyl-N-((2-(1-pyrrolidinyl)-4-thiazolyl)methyl)amino)carbonyl)-L-valine), N[C@H](C[C@@H]([C@H](CC1=CC=CC=C1)NC(=O)OCC1=CC=NO1)O)CC1=CC=CC=C1 ((2S,3S,5S)-5-amino-2-(N-((5-isoxazolyl)methoxy-carbonyl)amino)-1,6-diphenyl-3-hydroxyhexane). Product: CN(CC=1N=C(SC1)N1CCCC1)C(=O)N[C@@H](C(C)C)C(=O)N[C@H](C[C@@H]([C@H](CC1=CC=CC=C1)NC(=O)OCC1=CC=NO1)O)CC1=CC=CC=C1 ((2S,3S,5S)-5-(N-(N-((N-Methyl-N-((2-(1-pyrrolidinyl)-4-thiazolyl)methyl)amino)carbonyl)valinyl)amino)-2-(N-((5-isoxazolyl)methoxycarbonyl)amino)-1,6-diphenyl-3-hydroxyhexane). RXN SMILES: [CH3:1][N:2]([C:14]([NH:16][C@H:17]([C:21]([OH:23])=O)[CH:18]([CH3:20])[CH3:19])=[O:15])[CH2:3][C:4]1[N:5]=[C:6]([N:9]2[CH2:13][CH2:12][CH2:11][CH2:10]2)[S:7][CH:8]=1.[NH2:24][C@@H:25]([CH2:47][C:48]1[CH:53]=[CH:52][CH:51]=[CH:50][CH:49]=1)[CH2:26][C@H:27]([OH:46])[C@@H:28]([NH:36][C:37]([O:39][CH2:40][C:41]1[O:45][N:44]=[CH:43][CH:42]=1)=[O:38])[CH2:29][C:30]1[CH:35]=[CH:34][CH:33]=[CH:32][CH:31]=1>>[CH3:1][N:2]([C:14]([NH:16][C@H:17]([C:21]([NH:24][C@@H:25]([CH2:47][C:48]1[CH:49]=[CH:50][CH:51]=[CH:52][CH:53]=1)[CH2:26][C@H:27]([OH:46])[C@@H:28]([NH:36][C:37]([O:39][CH2:40][C:41]1[O:45][N:44]=[CH:43][CH:42]=1)=[O:38])[CH2:29][C:30]1[CH:31]=[CH:32][CH:33]=[CH:34][CH:35]=1)=[O:23])[CH:18]([CH3:19])[CH3:20])=[O:15])[CH2:3][C:4]1[N:5]=[C:6]([N:9]2[CH2:10][CH2:11][CH2:12][CH2:13]2)[S:7][CH:8]=1. Procedure: Using the procedure of Example 1U, but replacing N-((N-methyl-N-((2-isopropyl-4-thiazolyl)methyl)amino)carbonyl)-L-valine with N-((N-methyl-N-((2-(1-pyrrolidinyl)-4-thiazolyl)methyl)amino)carbonyl)-L-valine and replacing (2S,3S,5S)-5-amino-2-(N-((5-thiazolyl)methoxycarbonyl)amino)-1,6-diphenyl-3-hydroxyhexane with (2S,3S,5S)-5-amino-2-(N-((5-isoxazolyl)methoxy-carbonyl)amino)-1,6-diphenyl-3-hydroxyhexane provided, after purification by silica gel chromatography using 2% methanol in chloroform, t... Reactants: [Al+3], C1CCOC1, [H-], [H-], [H-], [H-], [Li+], [Na+], [OH-], O, CCOC(=O)c1cc2ccccc2[nH]1. Product: OCc1cc2ccccc2[nH]1. Reaction SMILES: [Al+3:2].[CH2:24]1[O:25][CH2:26][CH2:27][CH2:28]1.[H-:1].[H-:4].[H-:5].[H-:6].[Li+:3].[Na+:23].[OH-:22].[OH2:21].[nH:7]1[c:8]([C:16](=[O:17])[O:18][CH2:19][CH3:20])[cH:9][c:10]2[cH:11][cH:12][cH:13][cH:14][c:15]12>>[nH:7]1[c:8]([CH2:16][OH:17])[cH:9][c:10]2[cH:11][cH:12][cH:13][cH:14][c:15]12.